describe an organic reaction: reactants, conditions, products, and yield From a dataset of the Open Reaction Database (ORD), a public repository of structured organic reaction records. Starting materials: C(C)OC(=O)C=1C(=NC(=C(C1NC(C)(C)C)[N+](=O)[O-])Cl)C (6-chloro-4[(1,1-dimethylethyl)amino]-2-methyl-5-nitropyridine-3-carboxylic acid ethyl ester). Solvent: CO (methyl alcohol). Reaction conditions: time 5 minute. Product: C(C)OC(=O)C=1C(=NC(=C(C1N)[N+](=O)[O-])Cl)C (4-Amino-6-chloro-2-methyl-5-nitropyridine-3-carboxylic acid ethyl ester). Reaction SMILES: [CH2:1]([O:3][C:4]([C:6]1[C:7]([CH3:21])=[N:8][C:9]([Cl:20])=[C:10]([N+:17]([O-:19])=[O:18])[C:11]=1[NH:12]C(C)(C)C)=[O:5])[CH3:2]>CO>[CH2:1]([O:3][C:4]([C:6]1[C:7]([CH3:21])=[N:8][C:9]([Cl:20])=[C:10]([N+:17]([O-:19])=[O:18])[C:11]=1[NH2:12])=[O:5])[CH3:2]. Reported procedure: 31.6 g. of 6-chloro-4[(1,1-dimethylethyl)amino]-2-methyl-5-nitropyridine-3-carboxylic acid ethyl ester (0.1 mol.) are heated with stirring at 250°-260° for 5 minutes. The dark oil is cooled to room temperature and 50 ml. of methyl alcohol are added. 18.2 g. of 4-amino-6-chloro-2-methyl-5-nitropyridine-3-carboxylic acid ethyl ester crystallize on cooling (70%), m.p. 89-91° (methanol).